From a dataset of the Open Reaction Database (ORD), a public repository of structured organic reaction records. describe an organic reaction: reactants, conditions, products, and yield Reactants: ClC1=C(C=C(C(=C1)Cl)Cl)OC([C@@H](NC(CC1=CC(=CC=C1)[N+](=O)[O-])=O)C)=O (m-Nitrophenylacetyl-L-alanine 2,4,5Trichlorophenyl Ester), solid, EtOAc hexanes, Cl.COC([C@@H](N)CC1=CC=CC=C1)=O (L-phenylalanine methyl ester hydrochloride). Yields the product COC([C@@H](NC([C@@H](NC(CC1=CC(=CC=C1)[N+](=O)[O-])=O)C)=O)CC1=CC=CC=C1)=O (N-[N-(3-Nitrophenylacetyl)-L-alaninyl]-L-phenylalanine Methyl Ester). As a reaction SMILES: ClC1C=C(Cl)C(Cl)=CC=1O[C:11](=[O:27])[C@H:12]([CH3:26])[NH:13][C:14](=[O:25])[CH2:15][C:16]1[CH:21]=[CH:20][CH:19]=[C:18]([N+:22]([O-:24])=[O:23])[CH:17]=1.Cl.[CH3:29][O:30][C:31](=[O:41])[C@H:32]([CH2:34][C:35]1[CH:40]=[CH:39][CH:38]=[CH:37][CH:36]=1)[NH2:33]>>[CH3:29][O:30][C:31](=[O:41])[C@H:32]([CH2:34][C:35]1[CH:40]=[CH:39][CH:38]=[CH:37][CH:36]=1)[NH:33][C:11](=[O:27])[C@H:12]([CH3:26])[NH:13][C:14](=[O:25])[CH2:15][C:16]1[CH:21]=[CH:20][CH:19]=[C:18]([N+:22]([O-:24])=[O:23])[CH:17]=1 |f:1.2|. Reported procedure: Following General Procedure Z and using N-(3-nitrophenylacetyl)-L-alanine 2,4,5-trichlorophenyl ester (from Example D8 above) and L-phenylalanine methyl ester hydrochloride (Sigma), the title compound was prepared as a solid (mp=154-158° C.). The reaction was monitored by tlc (Rf=0.3 in 1:1 EtOAc/hexanes) and the product was purified by silica gel chromatography using 50-100% EtOAc/hexanes as the eluent. The reactants are CCOC(=O)Cl, CCOC(C)=O, N#Cc1cc(O)c(O)c([N+](=O)[O-])c1C(=O)c1ccccc1F, O. The product is CCOC(=O)Oc1cc(C#N)c(C(=O)c2ccccc2F)c([N+](=O)[O-])c1O. Reaction SMILES: [C:23]([O:24][CH2:25][CH3:26])(=[O:27])[Cl:28].[CH3:30][CH2:31][O:32][C:33](=[O:34])[CH3:35].[F:1][c:2]1[c:3]([C:4](=[O:5])[c:6]2[c:7]([C:8]#[N:9])[cH:10][c:11]([OH:18])[c:12]([OH:17])[c:13]2[N+:14](=[O:15])[O-:16])[cH:19][cH:20][cH:21][cH:22]1.[OH2:29]>>[F:1][c:2]1[c:3]([C:4](=[O:5])[c:6]2[c:7]([C:8]#[N:9])[cH:10][c:11]([O:18][C:23]([O:24][CH2:25][CH3:26])=[O:27])[c:12]([OH:17])[c:13]2[N+:14](=[O:15])[O-:16])[cH:19][cH:20][cH:21][cH:22]1. RXN SMILES: [C:1]([O:2][C:3](=[O:4])[N:8]([c:9]1[cH:10][c:11](-[c:16]2[cH:17][n:18][c:19]([C:21]3([O:32][CH3:33])[CH2:22][CH2:23][CH:24]([C:27](=[O:28])[O:29][CH2:30][CH3:31])[CH2:25][CH2:26]3)[s:20]2)[cH:12][c:13]([CH3:15])[cH:14]1)[c:34]1[n:35][cH:36][cH:37][c:38]([C:40]([F:41])([F:42])[F:43])[n:39]1)([CH3:5])([CH3:6])[CH3:7].[OH2:51].[OH:44][C:45]([C:46]([F:47])([F:48])[F:49])=[O:50]>>[NH:8]([c:9]1[cH:10][c:11](-[c:16]2[cH:17][n:18][c:19]([C:21]3([O:32][CH3:33])[CH2:22][CH2:23][CH:24]([C:27](=[O:28])[O:29][CH2:30][CH3:31])[CH2:25][CH2:26]3)[s:20]2)[cH:12][c:13]([CH3:15])[cH:14]1)[c:34]1[n:35][cH:36][cH:37][c:38]([C:40]([F:41])([F:42])[F:43])[n:39]1. Product: CCOC(=O)C1CCC(OC)(c2ncc(-c3cc(C)cc(Nc4nccc(C(F)(F)F)n4)c3)s2)CC1. Starting materials: CCOC(=O)C1CCC(OC)(c2ncc(-c3cc(C)cc(N(C(=O)OC(C)(C)C)c4nccc(C(F)(F)F)n4)c3)s2)CC1, O, O=C(O)C(F)(F)F.